This data is from the Open Reaction Database (ORD), a public repository of structured organic reaction records. The task is: describe an organic reaction: reactants, conditions, products, and yield The reactants are [Br-], CS(=O)(=O)c1cc(-c2ccc(C(F)(F)F)cn2)n2ncnc2n1, C1CCOC1, O, [Mg+]c1ccccc1. Product: FC(F)(F)c1ccc(-c2cc(-c3ccccc3)nc3ncnn23)nc1. As a reaction SMILES: [Br-:1].[CH3:14][S:15](=[O:16])(=[O:17])[c:18]1[n:19][c:20]2[n:21]([c:22](-[c:24]3[n:25][cH:26][c:27]([C:30]([F:31])([F:32])[F:33])[cH:28][cH:29]3)[cH:23]1)[n:34][cH:35][n:36]2.[O:9]1[CH2:10][CH2:11][CH2:12][CH2:13]1.[OH2:37].[c:2]1([Mg+:8])[cH:3][cH:4][cH:5][cH:6][cH:7]1>>[c:2]1(-[c:18]2[n:19][c:20]3[n:21]([c:22](-[c:24]4[n:25][cH:26][c:27]([C:30]([F:31])([F:32])[F:33])[cH:28][cH:29]4)[cH:23]2)[n:34][cH:35][n:36]3)[cH:3][cH:4][cH:5][cH:6][cH:7]1. Reactants: C[Si](C)(C)Cl, COc1cccc(CC(=O)Cl)c1, Nc1nc2c(ncn2C2CC(O)C(CO)O2)c(=O)[nH]1, N, O, c1ccncc1. As a reaction SMILES: [CH3:20][Si:21]([Cl:22])([CH3:23])[CH3:24].[CH3:25][O:26][c:27]1[cH:28][c:29]([CH2:33][C:34](=[O:35])[Cl:36])[cH:30][cH:31][cH:32]1.[NH2:1][c:2]1[n:3][c:4]2[n:5]([CH:12]3[CH2:13][CH:14]([OH:15])[CH:16]([CH2:17][OH:18])[O:19]3)[cH:6][n:7][c:8]2[c:9](=[O:10])[nH:11]1.[NH3:37].[OH2:44].[cH:38]1[cH:39][cH:40][n:41][cH:42][cH:43]1>>[NH:1]([c:2]1[n:3][c:4]2[n:5]([CH:12]3[CH2:13][CH:14]([OH:15])[CH:16]([CH2:17][OH:18])[O:19]3)[cH:6][n:7][c:8]2[c:9](=[O:10])[nH:11]1)[C:34]([CH2:33][c:29]1[cH:28][c:27]([O:26][CH3:25])[cH:32][cH:31][cH:30]1)=[O:35]. Yields the product COc1cccc(CC(=O)Nc2nc3c(ncn3C3CC(O)C(CO)O3)c(=O)[nH]2)c1.